Dataset: the Open Reaction Database (ORD), a public repository of structured organic reaction records. Task: describe an organic reaction: reactants, conditions, products, and yield The product is [N-]=[N+]=NCC1CN(Cc2ccccc2)CC1O. As a reaction SMILES: [CH2:1]([c:2]1[cH:3][cH:4][cH:5][cH:6][cH:7]1)[N:8]1[CH2:9][CH:10]([OH:19])[CH:11]([CH2:13][O:14][S:15]([CH3:16])(=[O:17])=[O:18])[CH2:12]1.[CH3:24][N:25]([CH3:26])[CH:27]=[O:28].[N-:21]=[N+:22]=[N-:23].[Na+:20]>>[CH2:1]([c:2]1[cH:3][cH:4][cH:5][cH:6][cH:7]1)[N:8]1[CH2:9][CH:10]([OH:19])[CH:11]([CH2:13][N:21]=[N+:22]=[N-:23])[CH2:12]1. Reactants: CS(=O)(=O)OCC1CN(Cc2ccccc2)CC1O, CN(C)C=O, [N-]=[N+]=[N-], [Na+]. Solvent: O (water). Procedure: A mixture of 0.5 g (1.17 mmol) 4-{6-bromo-8-[(2-methylpropyl)amino]imidazo[1,2-a]pyrazin-3-yl}-N-cyclopropylbenzamide (intermediate example 6-1), 345 mg (4-ethenylphenyl)boronic acid, 17 mL n-propanol, 1.75 mL of an aqueous 2M potassium carbonate solution, 15 mg triphenylphosphine, and 82 mg bis(triphenylphosphine)palladium was stirred at 120° C. for 2 hours. The solution was cooled, water added and extracted with dichloromethane. The organic phase was dried over sodium sulfate. After filtration... Reaction SMILES: Br[C:2]1[N:3]=[C:4]([NH:23][CH2:24][CH:25]([CH3:27])[CH3:26])[C:5]2[N:6]([C:8]([C:11]3[CH:22]=[CH:21][C:14]([C:15]([NH:17][CH:18]4[CH2:20][CH2:19]4)=[O:16])=[CH:13][CH:12]=3)=[CH:9][N:10]=2)[CH:7]=1.[CH:28]([C:30]1[CH:35]=[CH:34][C:33](B(O)O)=[CH:32][CH:31]=1)=[CH2:29].C(O)CC.C(=O)([O-])[O-].[K+].[K+]>C1(C=CC=CC=1)[P](C1C=CC=CC=1)(C1C=CC=CC=1)[Pd][P](C1C=CC=CC=1)(C1C=CC=CC=1)C1C=CC=CC=1.C1(P(C2C=CC=CC=2)C2C=CC=CC=2)C=CC=CC=1.O>[CH:18]1([NH:17][C:15](=[O:16])[C:14]2[CH:21]=[CH:22][C:11]([C:8]3[N:6]4[CH:7]=[C:2]([C:33]5[CH:34]=[CH:35][C:30]([CH:28]=[CH2:29])=[CH:31][CH:32]=5)[N:3]=[C:4]([NH:23][CH2:24][CH:25]([CH3:27])[CH3:26])[C:5]4=[N:10][CH:9]=3)=[CH:12][CH:13]=2)[CH2:20][CH2:19]1 |f:3.4.5,^1:54,68|. The reactants are BrC=1N=C(C=2N(C1)C(=CN2)C2=CC=C(C(=O)NC1CC1)C=C2)NCC(C)C (4-(6-bromo-8-isobutylamino-imidazo[1,2-a]pyrazin-3-yl)-N-cyclopropyl-benzamide), C(=C)C1=CC=C(C=C1)B(O)O ((4-ethenylphenyl)boronic acid), C(CC)O (n-propanol), C([O-])([O-])=O.[K+].[K+] (potassium carbonate). Run at temperature 120 celsius, time 2 hour. The reagents and catalysts are C1([P]([Pd][P](C2=CC=CC=C2)(C3=CC=CC=C3)C4=CC=CC=C4)(C5=CC=CC=C5)C6=CC=CC=C6)=CC=CC=C1 (bis(triphenylphosphine)palladium), C1(=CC=CC=C1)P(C1=CC=CC=C1)C1=CC=CC=C1 (triphenylphosphine). Isolated yield 96.3%. The product is C1(CC1)NC(C1=CC=C(C=C1)C1=CN=C2N1C=C(N=C2NCC(C)C)C2=CC=C(C=C2)C=C)=O (N-cyclopropyl-4-{6-(4-ethenylphenyl)-8-[(2-methylpropyl)amino]imidazo[1,2-a]pyrazin-3-yl}benzamide). The reactants are C(=O)O (formic acid), C(C)(=O)OC(C)=O (acetic anhydride), O (water), NC=1C=C(C=CC1)N1C(C2=CC(=C(C=C2C(=C1C(=O)OC)C1=CC(=C(C(=C1)OC)OC)Br)OC)OC)=O (2-(3-aminophenyl)-4-(3-bromo-4,5-dimethoxyphenyl)-6,7-dimethoxy-3-methoxycarbonyl-1(2H)-isoquinolinone). Solvent: C(C)(=O)OCC (ethyl acetate). Run at time 4 hour. Yields the product COC=1C=C2C(=C(N(C(C2=CC1OC)=O)C1=CC(=CC=C1)NC=O)C(=O)OC)C1=CC(=C(C(=C1)OC)OC)Br (6,7-dimethoxy-2-[3-(formylamino)phenyl]-4-(3-bromo-4,5-dimethoxyphenyl)-3-methoxycarbonyl-1(2H)-isoquinolinone). As a reaction SMILES: [CH:1](O)=[O:2].C(OC(=O)C)(=O)C.[NH2:11][C:12]1[CH:13]=[C:14]([N:18]2[C:27]([C:28]([O:30][CH3:31])=[O:29])=[C:26]([C:32]3[CH:37]=[C:36]([O:38][CH3:39])[C:35]([O:40][CH3:41])=[C:34]([Br:42])[CH:33]=3)[C:25]3[C:20](=[CH:21][C:22]([O:45][CH3:46])=[C:23]([O:43][CH3:44])[CH:24]=3)[C:19]2=[O:47])[CH:15]=[CH:16][CH:17]=1.O>C(OCC)(=O)C>[CH3:44][O:43][C:23]1[CH:24]=[C:25]2[C:20](=[CH:21][C:22]=1[O:45][CH3:46])[C:19](=[O:47])[N:18]([C:14]1[CH:15]=[CH:16][CH:17]=[C:12]([NH:11][CH:1]=[O:2])[CH:13]=1)[C:27]([C:28]([O:30][CH3:31])=[O:29])=[C:26]2[C:32]1[CH:37]=[C:36]([O:38][CH3:39])[C:35]([O:40][CH3:41])=[C:34]([Br:42])[CH:33]=1. Procedure details: To formic acid (3 ml) is added acetic anhydride (3 ml), and the mixture is stirred at room temperature for four hours. To the reaction mixture is added the compound obtained in Example 176 (500 mg), and the mixture is stirred at room temperature overnight. The mixture is further stirred at 60° C. overnight. After the reaction is complete, to the reaction mixture are added water and ethyl acetate. The ethyl acetate layer is separated, washed with water, dried, and concentrated under reduced press... Starting materials: O=C(O)C1COC(c2ccccc2OCc2ccccc2)=N1, CO. The product is COC(=O)C1COC(c2ccccc2OCc2ccccc2)=N1. RXN SMILES: [CH2:1]([c:2]1[cH:3][cH:4][cH:5][cH:6][cH:7]1)[O:8][c:9]1[c:10]([C:15]2=[N:19][CH:18]([C:20](=[O:21])[OH:22])[CH2:17][O:16]2)[cH:11][cH:12][cH:13][cH:14]1.[CH3:23][OH:24]>>[CH2:1]([c:2]1[cH:3][cH:4][cH:5][cH:6][cH:7]1)[O:8][c:9]1[c:10]([C:15]2=[N:19][CH:18]([C:20](=[O:21])[O:22][CH3:23])[CH2:17][O:16]2)[cH:11][cH:12][cH:13][cH:14]1. Starting materials: ClC1=NC(=CC(N1C)=O)C1=C(C=NC=C1)F (2-chloro-6-(3-fluoro-pyridin-4-yl)-3-methyl-3H-pyrimidin-4-one), [H-].[Na+] (sodium hydride), S1C=C(C=C1)N1C[C@H](CC1)CO ((S)-[1-(thiophen-3-yl)pyrrolidin-3-yl]methanol). The solvent is CN(C=O)C (N,N-dimethylformamide), CN(C=O)C (N,N-dimethylformamide). Reaction conditions: time 15 minute. Product: FC=1C=NC=CC1C1=CC(N(C(=N1)OC[C@@H]1CN(CC1)C1=CSC=C1)C)=O (6-(3-fluoro-pyridin-4-yl)-3-methyl-2-[(3S)-1-thiophen-3-yl-pyrrolidin-3-ylmethoxy]-3H-pyrimidin-4-one). Yield: 20.0%. Reaction SMILES: [H-].[Na+].[S:3]1[CH:7]=[CH:6][C:5]([N:8]2[CH2:12][CH2:11][C@H:10]([CH2:13][OH:14])[CH2:9]2)=[CH:4]1.Cl[C:16]1[N:21]([CH3:22])[C:20](=[O:23])[CH:19]=[C:18]([C:24]2[CH:29]=[CH:28][N:27]=[CH:26][C:25]=2[F:30])[N:17]=1>CN(C)C=O>[F:30][C:25]1[CH:26]=[N:27][CH:28]=[CH:29][C:24]=1[C:18]1[N:17]=[C:16]([O:14][CH2:13][C@H:10]2[CH2:11][CH2:12][N:8]([C:5]3[CH:6]=[CH:7][S:3][CH:4]=3)[CH2:9]2)[N:21]([CH3:22])[C:20](=[O:23])[CH:19]=1 |f:0.1|. Procedure details: To a slurry of sodium hydride (60 wt % in mineral oil, 0.04 g, 1.0 mmol) in N,N-dimethylformamide (2 ml) under nitrogen atmosphere was added (S)-[1-(thiophen-3-yl)pyrrolidin-3-yl]methanol (0.13 g, 0.70 mmol) in N,N-dimethylformamide (1 ml) at room temperature. The resulting mixture was stirred for 15 minutes. To the mixture was added 2-chloro-6-(3-fluoro-pyridin-4-yl)-3-methyl-3H-pyrimidin-4-one (0.14 g, 0.60 mmol) at room temperature. After the mixture was stirred for 3 hours, the reaction was ...